From a dataset of the Open Reaction Database (ORD), a public repository of structured organic reaction records. describe an organic reaction: reactants, conditions, products, and yield Starting materials: C(C)(=O)OCC (ethyl acetate), OC1=CC=2C(C3=CC=CC=C3SC2C=C1)=O (2-hydroxythioxanthen-9-one), BrCCCCl (1-bromo-3-chloro-propane), C([O-])([O-])=O.[K+].[K+] (potassium carbonate). The solvent is C(Cl)Cl (methylene chloride), CC(=O)C (acetone), C(Cl)Cl (methylene chloride), O (water). The product is ClCCCOC1=CC=2C(C3=CC=CC=C3SC2C=C1)=O (2-(3-chloropropoxy)-9H-thioxanthen-9-one). Isolated yield 66.9%. RXN SMILES: [OH:1][C:2]1[CH:15]=[CH:14][C:13]2[S:12][C:11]3[C:6](=[CH:7][CH:8]=[CH:9][CH:10]=3)[C:5](=[O:16])[C:4]=2[CH:3]=1.Br[CH2:18][CH2:19][CH2:20][Cl:21].C(=O)([O-])[O-].[K+].[K+].C(OCC)(=O)C>CC(C)=O.C(Cl)Cl.O>[Cl:21][CH2:20][CH2:19][CH2:18][O:1][C:2]1[CH:15]=[CH:14][C:13]2[S:12][C:11]3[C:6](=[CH:7][CH:8]=[CH:9][CH:10]=3)[C:5](=[O:16])[C:4]=2[CH:3]=1 |f:2.3.4|. Procedure: 30 g (0.13 mol) 2-hydroxythioxanthen-9-one was suspended in 350 mL acetone. 61.6 g (0.39 mol) 1-bromo-3-chloro-propane and 62.8 g (0.46 mol) potassium carbonate were added. The mixture was refluxed for 6 hours. The mixture was allowed to cool down to room temperature. The precipitated salts were removed by filtration and the solvent was evaporated under reduced pressure. The residue was suspended in a mixture of 300 mL ethyl acetate and 200 mL water. The precipitated residue was isolated by filt... The reactants are Brc1cccnc1, [Li]CCCC, CCCCCC, CCOCC, [Cl-], CCC(C=O)(CC)Cc1ccc(Cl)cc1, Cl, [NH4+]. Product: CCC(CC)(Cc1ccc(Cl)cc1)C(O)c1cccnc1. As a reaction SMILES: [Br:1][c:2]1[cH:3][n:4][cH:5][cH:6][cH:7]1.[CH2:8]([Li:9])[CH2:10][CH2:11][CH3:12].[CH3:13][CH2:14][CH2:15][CH2:16][CH2:17][CH3:18].[CH3:37][CH2:38][O:39][CH2:40][CH3:41].[Cl-:34].[Cl:19][c:20]1[cH:21][cH:22][c:23]([CH2:24][C:25]([CH:26]=[O:27])([CH2:28][CH3:29])[CH2:30][CH3:31])[cH:32][cH:33]1.[ClH:36].[NH4+:35]>>[c:2]1([CH:26]([C:25]([CH2:24][c:23]2[cH:22][cH:21][c:20]([Cl:19])[cH:33][cH:32]2)([CH2:28][CH3:29])[CH2:30][CH3:31])[OH:27])[cH:3][n:4][cH:5][cH:6][cH:7]1. The reactants are C([O-])([O-])=O.[K+].[K+] (potassium carbonate), [I-].[Na+] (sodium iodide), BrC1=CC=C(C=C1)O (4-Bromophenol), Cl.CN(CCCl)C (2-dimethylaminoethyl chloride hydrochloride). Solvent: CN(C)C=O (DMF), O (Water). Reaction conditions: temperature 70 celsius, time 3 hour. Product: CN(C)CCOC1=CC=C(C=C1)Br (N,N-Dimethyl-2-(4-bromophenoxy)ethylamine). Yield: 37.2%. As a reaction SMILES: [Br:1][C:2]1[CH:7]=[CH:6][C:5]([OH:8])=[CH:4][CH:3]=1.Cl.[CH3:10][N:11]([CH3:15])[CH2:12][CH2:13]Cl.C(=O)([O-])[O-].[K+].[K+].[I-].[Na+]>CN(C=O)C.O>[CH3:10][N:11]([CH2:12][CH2:13][O:8][C:5]1[CH:6]=[CH:7][C:2]([Br:1])=[CH:3][CH:4]=1)[CH3:15] |f:1.2,3.4.5,6.7|. Procedure: 4-Bromophenol (10.0 g, 57.8 mmol) and 2-dimethylaminoethyl chloride hydrochloride (8.33 g, 57.8 mmol) were dissolved in DMF (200 ml), and potassium carbonate (24.0 g, 173 mmol) and sodium iodide (0.87 g, 5.78 mmol) were added under ice-cooling. The mixture was stirred for 13 hr at room temperature and at 70° C. for 3 hr. Water (400 ml) was added to the reaction mixture and the mixture was extracted with chloroform (2×200 ml). The organic layer was washed successively with water (2×200 ml) and sa... Starting materials: carbonyl chlorides, C(=O)(Cl)Cl (carbonyl chloride), C[C@@H]1/C=C/C(=O)NC/C=C/C(=C/[C@H](CC(=O)CC2=NC(=CO2)C(=O)N3CCC=C3C(=O)O[C@@H]1C(C)C)O)/C (virginiamycin M1), N1=CC=CC=C1 (pyridine). The reagents and catalysts are CN(C1=CC=NC=C1)C (4-dimethylaminopyridine). Solvent: CO (Methanol). Product: CCCCC(=O)O (n-valerate), C(C1=CC=CC=C1)(=O)[O-] (benzoate), C[C@@H]1/C=C/C(=O)NC/C=C/C(=C/[C@H](CC(=O)CC2=NC(=CO2)C(=O)N3CCC=C3C(=O)O[C@@H]1C(C)C)O)/C (Virginiamycin M1), esters. Reaction SMILES: C(Cl)(Cl)=[O:2].[CH3:5][C@H:6]1[C@@H:37]([CH:38]([CH3:40])[CH3:39])[O:36][C:34](=[O:35])[C:33]2[N:29]([CH2:30][CH2:31][CH:32]=2)[C:27](=[O:28])[C:24]2=[CH:25][O:26][C:22](=[N:23]2)[CH2:21][C:19](=[O:20])[CH2:18][C@H:17]([OH:41])[CH:16]=[C:15]([CH3:42])[CH:14]=[CH:13][CH2:12][NH:11][C:9](=[O:10])[CH:8]=[CH:7]1.N1C=CC=CC=1>CN(C)C1C=CN=CC=1.CO>[CH3:30][CH2:31][CH2:32][CH2:33][C:34]([OH:36])=[O:35].[C:22]([O-:26])(=[O:2])[C:21]1[CH:15]=[CH:16][CH:17]=[CH:18][CH:19]=1.[CH3:5][C@H:6]1[C@@H:37]([CH:38]([CH3:39])[CH3:40])[O:36][C:34](=[O:35])[C:33]2[N:29]([CH2:30][CH2:31][CH:32]=2)[C:27](=[O:28])[C:24]2=[CH:25][O:26][C:22](=[N:23]2)[CH2:21][C:19](=[O:20])[CH2:18][C@H:17]([OH:41])[CH:16]=[C:15]([CH3:42])[CH:14]=[CH:13][CH2:12][NH:11][C:9](=[O:10])[CH:8]=[CH:7]1. Procedure details: The n-propionate, n-valerate, n-phenylacetate and benzoate derivatives of Virginiamycin M1 were prepared using the respective carbonyl chlorides. The respective carbonyl chloride (1.0 mmole) was added to a stirring solution of virginiamycin M1 (0.50 g, 0.95 mmole), pyridine (84 μl) and 4-dimethylaminopyridine (20 μg) at room temperature for 2 hours. Methanol (0.5 ml) was added to destroy excess reagent. The reaction mixture was partitioned between dichloromethane (3×5 ml) and saturated NaCl (aq)... Starting materials: C=1N=C(C2=C(N1)N(C=N2)[C@H]3[C@@H]([C@@H]([C@H](O3)COP(=O)(O)OP(=O)(O)OC[C@@H]4[C@H]([C@H]([C@@H](O4)N5C=CCC(=C5)C(=O)N)O)O)O)O)N (NAD), C1(=CC=CC=C1)O (phenol), BrCCCCCCCO (7-bromo-1-heptanol). Product: C1(=CC=CC=C1)OCCCCCCCO (7-(phenyloxy)-1-heptanol). Reaction SMILES: C1N=C(N)C2N=CN([C@@H]3O[C@H](COP(OP(OC[C@H]4O[C@@H](N5C=C(C(N)=O)CC=C5)[C@H](O)[C@@H]4O)(O)=O)(O)=O)[C@@H](O)[C@H]3O)C=2N=1.[C:45]1([OH:51])[CH:50]=[CH:49][CH:48]=[CH:47][CH:46]=1.Br[CH2:53][CH2:54][CH2:55][CH2:56][CH2:57][CH2:58][CH2:59][OH:60]>>[C:45]1([O:51][CH2:53][CH2:54][CH2:55][CH2:56][CH2:57][CH2:58][CH2:59][OH:60])[CH:50]=[CH:49][CH:48]=[CH:47][CH:46]=1. Procedure: In a further aspect, the invention provides a method of making a bacterial NAD synthetase inhibitor compound comprising the steps of: a. alkylating a phenol with 7-bromo-1-heptanol to provide 7-(phenyloxy)-1-heptanol; b. mesylating 7-(phenyloxy)-1-heptanol to provide 7-(phenyloxy)-1-heptyl methanesulfonate; c. esterifying 7-(phenyloxy)-1-heptyl-methanesulfonate to provide 7-(phenyloxy)-1-heptyl nicotinate; and d. n-methylating 7-(phenyloxy)-1-heptyl nicotinate to provide [7-(phenyloxy)-1-heptyl-...